This data is from the Open Reaction Database (ORD), a public repository of structured organic reaction records. The task is: describe an organic reaction: reactants, conditions, products, and yield Starting materials: CCN=C=NCCCN(C)C, Cc1ccc(CCN)cc1, CN(C)C=O, CCOC(=O)C1CCOc2cc(Oc3ccc(C(=O)O)cc3)c(Cl)cc21, Cl, O, O, On1nnc2ccccc21. Product: CCOC(=O)C1CCOc2cc(Oc3ccc(C(=O)NCCc4ccc(C)cc4)cc3)c(Cl)cc21. Reaction SMILES: [CH2:39]([N:40]=[C:41]=[N:42][CH2:43][CH2:44][CH2:45][N:46]([CH3:47])[CH3:48])[CH3:49].[CH3:50][c:51]1[cH:52][cH:53][c:54]([CH2:55][CH2:56][NH2:57])[cH:58][cH:59]1.[CH3:60][N:61]([CH3:62])[CH:63]=[O:64].[Cl:1][c:2]1[cH:3][c:4]2[c:9]([cH:10][c:11]1[O:12][c:13]1[cH:14][cH:15][c:16]([C:17](=[O:18])[OH:19])[cH:20][cH:21]1)[O:8][CH2:7][CH2:6][CH:5]2[C:22](=[O:23])[O:24][CH2:25][CH3:26].[ClH:38].[OH2:27].[OH2:65].[OH:28][n:29]1[c:30]2[cH:31][cH:32][cH:33][cH:34][c:35]2[n:36][n:37]1>>[Cl:1][c:2]1[cH:3][c:4]2[c:9]([cH:10][c:11]1[O:12][c:13]1[cH:14][cH:15][c:16]([C:17](=[O:18])[NH:57][CH2:56][CH2:55][c:54]3[cH:53][cH:52][c:51]([CH3:50])[cH:59][cH:58]3)[cH:20][cH:21]1)[O:8][CH2:7][CH2:6][CH:5]2[C:22](=[O:23])[O:24][CH2:25][CH3:26].